This data is from the Open Reaction Database (ORD), a public repository of structured organic reaction records. The task is: describe an organic reaction: reactants, conditions, products, and yield Starting materials: CC1=C(CC#N)CCc2ccccc21, NCCN, S=C=S. RXN SMILES: [CH3:1][C:2]1=[C:3]([CH2:12][C:13]#[N:14])[CH2:4][CH2:5][c:6]2[cH:7][cH:8][cH:9][cH:10][c:11]21.[NH2:15][CH2:16][CH2:17][NH2:18].[S:19]=[C:20]=[S:21]>>[CH3:1][C:2]1=[C:3]([CH2:12][C:13]2=[N:15][CH2:16][CH2:17][NH:14]2)[CH2:4][CH2:5][c:6]2[cH:7][cH:8][cH:9][cH:10][c:11]21. Product: CC1=C(CC2=NCCN2)CCc2ccccc21.